describe an organic reaction: reactants, conditions, products, and yield From a dataset of the Open Reaction Database (ORD), a public repository of structured organic reaction records. Starting materials: COC(=O)C(Br)CC1CCCC1, O=c1cc(OCC2CCCC2)cn[nH]1, [H-], [Na+], C1CCOC1. The product is COC(=O)C(CC1CCCC1)n1ncc(OCC2CCCC2)cc1=O. As a reaction SMILES: [CH3:17][O:18][C:19]([CH:20]([CH2:21][CH:22]1[CH2:23][CH2:24][CH2:25][CH2:26]1)[Br:27])=[O:28].[CH:1]1([CH2:6][O:7][c:8]2[cH:9][c:10](=[O:14])[nH:11][n:12][cH:13]2)[CH2:2][CH2:3][CH2:4][CH2:5]1.[H-:15].[Na+:16].[O:29]1[CH2:30][CH2:31][CH2:32][CH2:33]1>>[CH:1]1([CH2:6][O:7][c:8]2[cH:9][c:10](=[O:14])[n:11]([CH:20]([C:19]([O:18][CH3:17])=[O:28])[CH2:21][CH:22]3[CH2:23][CH2:24][CH2:25][CH2:26]3)[n:12][cH:13]2)[CH2:2][CH2:3][CH2:4][CH2:5]1. The reactants are C1(\C=C/C(=O)O1)=O (maleic anhydride), C1=CC(=CC=C1N)O (p-aminophenol). Run in CN(C=O)C (dimethylformamide). Run at time 2 hour. Product: OC1=CC=C(C=C1)NC(\C=C/C(=O)O)=O (N-(p-hydroxyphenyl) maleamic acid). As a reaction SMILES: [C:1]1(=[O:7])[O:6][C:4](=[O:5])[CH:3]=[CH:2]1.[CH:8]1[C:13]([NH2:14])=[CH:12][CH:11]=[C:10]([OH:15])[CH:9]=1>CN(C)C=O>[OH:15][C:10]1[CH:11]=[CH:12][C:13]([NH:14][C:4](=[O:5])/[CH:3]=[CH:2]\[C:1]([OH:6])=[O:7])=[CH:8][CH:9]=1. Procedure: In a reactor, 50 ml of dimethylformamide and 21.6 g (0.22 moles) of maleic anhydride were placed, to which were gradually added 21.8 g (0.20 moles) of p-aminophenol at 20° C. with thorough stirring. After completion of the addition, the reaction was allowed to proceed at 20° C. for 2 hours to yield N-(p-hydroxyphenyl) maleamic acid. To the reaction mixture, a previously formed solution containing 70 ml of dimethylformamide, 11.4 g (0.0803 moles) of phosphorus pentoxide and 5 g (0.049 moles) of s...